Dataset: the Open Reaction Database (ORD), a public repository of structured organic reaction records. Task: describe an organic reaction: reactants, conditions, products, and yield Reactants: C(=O)C=1N=CN2C1SC=C2 (7-Formylimidazo[5,1-b]thiazole), Cl.NO (Hydroxylamine hydrochloride), [OH-].[Na+] (sodium hydroxide). Yields the product ON=CC=1N=CN2C1SC=C2 (7-hydroxyiminomethylimidazo[5,1-b]thiazole). Yield: 58.5%. RXN SMILES: [CH:1]([C:3]1[N:4]=[CH:5][N:6]2[CH:10]=[CH:9][S:8][C:7]=12)=O.Cl.[NH2:12][OH:13].[OH-].[Na+]>C(O)C>[OH:13][N:12]=[CH:1][C:3]1[N:4]=[CH:5][N:6]2[CH:10]=[CH:9][S:8][C:7]=12 |f:1.2,3.4|. Reaction conditions: time 1.5 hour. Solvent: C(C)O (ethanol). Reported procedure: 7-Formylimidazo[5,1-b]thiazole (249 mg) was suspended in 10 ml of ethanol. Hydroxylamine hydrochloride (137 mg) and 2.0 ml of a 1 N aqueous sodium hydroxide solution were added under ice cooling to the suspension. The mixture was stirred at the same temperature for 1.5 hr, and then stirred at room temperature for 3 hr. The reaction solution was concentrated under the reduced pressure until the volume of the reaction solution was reduced to approximately the half of the original volume. The conce... Reactants: CCCC(O)(CCC)c1cnc(-c2c(CC)cccc2CC)cc1OC, O=S(Cl)Cl, c1ccncc1. The product is CCC=C(CCC)c1cnc(-c2c(CC)cccc2CC)cc1OC. As a reaction SMILES: [CH2:5]([CH3:6])[c:7]1[c:8](-[c:15]2[cH:16][c:17]([O:29][CH3:30])[c:18]([C:21]([CH2:22][CH2:23][CH3:24])([CH2:25][CH2:26][CH3:27])[OH:28])[cH:19][n:20]2)[c:9]([CH2:13][CH3:14])[cH:10][cH:11][cH:12]1.[S:1]([Cl:2])([Cl:3])=[O:4].[cH:31]1[cH:32][cH:33][n:34][cH:35][cH:36]1>>[CH2:5]([CH3:6])[c:7]1[c:8](-[c:15]2[cH:16][c:17]([O:29][CH3:30])[c:18]([C:21](=[CH:22][CH2:23][CH3:24])[CH2:25][CH2:26][CH3:27])[cH:19][n:20]2)[c:9]([CH2:13][CH3:14])[cH:10][cH:11][cH:12]1. Reactants: ClC1=NC=CC(=N1)C=1C=C(C=O)C=CC1 (3-(2-Chloro-pyrimidin-4-yl)-benzaldehyde), C(C1=CC=CC=C1)OC(=O)N1C(CNCC1)C#N (2-cyano-piperazine-1-carboxylic acid benzyl ester), 448. Yields the product C(C1=CC=CC=C1)OC(=O)N1C(CN(CC1)CC1=CC(=CC=C1)C1=NC(=NC=C1)Cl)C#N (4-[3-(2-Chloro-pyrimidin-4-yl)-benzyl]-2-cyano-piperazine-1-carboxylic acid benzyl ester). Reaction SMILES: [Cl:1][C:2]1[N:7]=[C:6]([C:8]2[CH:9]=[C:10]([CH:13]=[CH:14][CH:15]=2)[CH:11]=O)[CH:5]=[CH:4][N:3]=1.[CH2:16]([O:23][C:24]([N:26]1[CH2:31][CH2:30][NH:29][CH2:28][CH:27]1[C:32]#[N:33])=[O:25])[C:17]1[CH:22]=[CH:21][CH:20]=[CH:19][CH:18]=1>>[CH2:16]([O:23][C:24]([N:26]1[CH2:31][CH2:30][N:29]([CH2:11][C:10]2[CH:13]=[CH:14][CH:15]=[C:8]([C:6]3[CH:5]=[CH:4][N:3]=[C:2]([Cl:1])[N:7]=3)[CH:9]=2)[CH2:28][CH:27]1[C:32]#[N:33])=[O:25])[C:17]1[CH:22]=[CH:21][CH:20]=[CH:19][CH:18]=1. Procedure details: Intermediate 1 was coupled with 2-cyano-piperazine-1-carboxylic acid benzyl ester (generated according to literature procedure (ref 4)) following procedure B. LC-MS showed the product had the expected M+H+ of 448. Starting materials: CCOC(=O)c1cc(C2=C(Br)CCC2)ccc1N, OB(O)c1cc(C(F)(F)F)ccc1OCc1ccc(F)cc1. The product is CCOC(=O)c1cc(C2=C(c3cc(C(F)(F)F)ccc3OCc3ccc(F)cc3)CCC2)ccc1N. RXN SMILES: [CH2:23]([CH3:24])[O:25][C:26]([c:27]1[cH:28][c:29]([C:34]2=[C:35]([Br:39])[CH2:36][CH2:37][CH2:38]2)[cH:30][cH:31][c:32]1[NH2:33])=[O:40].[F:1][c:2]1[cH:3][cH:4][c:5]([CH2:6][O:7][c:8]2[c:9]([B:18]([OH:19])[OH:20])[cH:10][c:11]([C:14]([F:15])([F:16])[F:17])[cH:12][cH:13]2)[cH:21][cH:22]1>>[F:1][c:2]1[cH:3][cH:4][c:5]([CH2:6][O:7][c:8]2[c:9]([C:35]3=[C:34]([c:29]4[cH:28][c:27]([C:26]([O:25][CH2:23][CH3:24])=[O:40])[c:32]([NH2:33])[cH:31][cH:30]4)[CH2:38][CH2:37][CH2:36]3)[cH:10][c:11]([C:14]([F:15])([F:16])[F:17])[cH:12][cH:13]2)[cH:21][cH:22]1. The reactants are teflon, CN (methylamine), O (water), C[C@H](CCC=C(C)C)OS(=O)(=O)C ((R)-Methanesulfonic acid 1,5-dimethyl-hex-4-enyl ester). Run in CN(C(C)=O)C (N,N-dimethyl-acetamide), CCOCC (Et2O). Run at temperature 50 celsius. The product is C[C@H](CCC=C(C)C)NC ((R)-Isometheptene). The yield is 90.0%. Reaction SMILES: [CH3:1][C@@H:2](OS(C)(=O)=O)[CH2:3][CH2:4][CH:5]=[C:6]([CH3:8])[CH3:7].[CH3:14][NH2:15].O>CN(C)C(=O)C.CCOCC>[CH3:1][C@@H:2]([NH:15][CH3:14])[CH2:3][CH2:4][CH:5]=[C:6]([CH3:8])[CH3:7]. Procedure: (S)-Methanesulfonic acid 1,5-dimethyl-hex-4-enyl ester (2) (3.21 g, 15.56 mmol) was dissolved in N,N-dimethyl-acetamide (55 mL), 40% methylamine in water (54.9 mL, 622 mmol) was added at RT using a heavy-walled reaction vessel (150 mL) with teflon screw cap. The reaction vessel was sealed, stirred, and heated at 50° C. for 64 h after which the reaction mixture was cooled to 5° C., and the system was opened to monitor the reaction by TLC. The reaction mixture was diluted with Et2O (320 mL), shake... Reactants: ClC=1C=CC(=C2C1C(=O)OC(N2)=O)C (6-chloro-3-methylisatoic anhydride), N (ammonia). Solvent: O (water), CN(C)C=O (DMF), O (water). Yields the product NC1=C(C(=O)N)C(=CC=C1C)Cl (2-Amino-6-chloro-3-methylbenzamide). Reaction SMILES: [Cl:1][C:2]1[CH:3]=[CH:4][C:5]([CH3:14])=[C:6]2[NH:12]C(=O)O[C:8](=[O:9])[C:7]=12.[NH3:15]>CN(C=O)C.O>[NH2:12][C:6]1[C:5]([CH3:14])=[CH:4][CH:3]=[C:2]([Cl:1])[C:7]=1[C:8]([NH2:15])=[O:9]. Reported procedure: Using the procedure of Example A3, the reaction of 98.8 g (0.467 mol) of 6-chloro-3-methylisatoic anhydride in 330 ml of DMF with 42 ml (0.560 mol) of 25% strength aqueous ammonia solution in 140 ml of water and a further 110 ml of water gave 24 g (37% of theory) of the title compound as a yellowish powder of m.p. 149-152° C.